This data is from the Open Reaction Database (ORD), a public repository of structured organic reaction records. The task is: describe an organic reaction: reactants, conditions, products, and yield Reactants: CI (methyl iodide), N1=C(N=CC=C1)N1CCN(CC1)CCCN1S(C2=C(NC1=O)C=CC(=C2)OC)(=O)=O (2-(3-(4-(2-pyrimidinyl)-1-piperazinyl)propyl)-7-methoxy-1,2,4-benzothiadiazin-3(4H)one 1,1-dioxide), CN(C)C=O (DMF), [H-].[Na+] (sodium hydride). Run at time 0.25 hour. The product is N1=C(N=CC=C1)N1CCN(CC1)CCCN1S(C2=C(N(C1=O)C)C=CC(=C2)OC)(=O)=O (2-(3-(4-(2-pyrimidinyl)-1-piperazinyl)propyl)-4-methyl-7-methoxy-1,2,4-benzothiadiazin-3(4H)one 1,1-dioxide). Reaction SMILES: [N:1]1[CH:6]=[CH:5][CH:4]=[N:3][C:2]=1[N:7]1[CH2:12][CH2:11][N:10]([CH2:13][CH2:14][CH2:15][N:16]2[C:21](=[O:22])[NH:20][C:19]3[CH:23]=[CH:24][C:25]([O:27][CH3:28])=[CH:26][C:18]=3[S:17]2(=[O:30])=[O:29])[CH2:9][CH2:8]1.[CH3:31]N(C=O)C.[H-].[Na+].CI>>[N:3]1[CH:4]=[CH:5][CH:6]=[N:1][C:2]=1[N:7]1[CH2:8][CH2:9][N:10]([CH2:13][CH2:14][CH2:15][N:16]2[C:21](=[O:22])[N:20]([CH3:31])[C:19]3[CH:23]=[CH:24][C:25]([O:27][CH3:28])=[CH:26][C:18]=3[S:17]2(=[O:29])=[O:30])[CH2:11][CH2:12]1 |f:2.3|. Procedure: 0.028 mol of 2-(3-(4-(2-pyrimidinyl)-1-piperazinyl)propyl)-7-methoxy-1,2,4-benzothiadiazin-3(4H)one 1,1-dioxide is dissolved in 150 mol of absolute DMF, and 0.028 mol of sodium hydride is added to the solution and the mixture is stirred at room temperature for 0.25 hour. Then 0.028 mol of methyl iodide is added and the mixture is stirred at 25° C. for a further 2 hours. The product is precipitated as crystals by dropwise addition of a total of 18 ml of water. It is purified by crystallisation fr... Starting materials: CC(C(F)F)(C(C(F)(F)Cl)(F)F)F (2-methyl-4-chloro-1,1,2,3,3,4,4-heptafluorobutane), CC(=C)C#C (2-methyl-1-buten-3-yne). The product is CC(CF)(C(C(F)F)(F)F)F (2-methyl-1,2,3,3,4,4-hexafluorobutane). Reaction SMILES: [CH3:1][C:2]([F:13])([C:6]([F:12])([F:11])[C:7](Cl)([F:9])[F:8])[CH:3](F)[F:4].CC(C#C)=C>>[CH3:1][C:2]([F:13])([C:6]([F:11])([F:12])[CH:7]([F:8])[F:9])[CH2:3][F:4]. Procedure details: As another example, 2-methyl-4-chloro-1,1,2,3,3,4,4-heptafluorobutane may be prepared by fluorinating commercially available 2-methyl-1-buten-3-yne to form 2-methyl-1,2,3,3,4,4-hexafluorobutane which may then be dehydrohalogenated to form 2-methyl-1,3,4,4-tetrafluoro-1,3-butadiene. The 2-methyl-1,3,4,4-tetrafluoro-1,3-butadiene may then be chlorofluorinated to form 2-methyl-4-chloro-1,1,2,3,3,4,4-heptafluorobutane. Starting materials: C(C1=CC=CC=C1)N1CCN(C(C(C1)NS(=O)(=O)C1=CC2=CC=C(C=C2C=C1)Cl)=O)C1=CC=C(C=C1)Br (6-Chloro-naphthalene-2-sulfonic acid [1-benzyl-4-(4-bromo-phenyl)-5-oxo-[1,4]diazepan-6-yl]-amide), ClC=1C=C2C=CC(=CC2=CC1)S(=O)(=O)Cl (6-chloronapthalene-2-sulfonyl chloride), N1=CC=CC=C1 (pyridine). Solvent: ClCCl (dichloromethane). Run at time 5 hour. Product: C(C1=CC=CC=C1)N1CCN(C(C(C1)NS(=O)(=O)C1=CC2=CC=C(C=C2C=C1)Cl)=O)C1=CC=C(C=C1)C1=C(C=CC=C1)CN(C)C (6-Chloronaphthalene-2-sulfonic acid [1-benzyl-4-(2′-dimethylaminomethylbiphenyl-4-yl)-5-oxo-[1,4]-diazepan-6-yl]amide). RXN SMILES: [CH2:1]([N:8]1[CH2:14][CH:13]([NH:15][S:16]([C:19]2[CH:28]=[CH:27][C:26]3[C:21](=[CH:22][CH:23]=[C:24]([Cl:29])[CH:25]=3)[CH:20]=2)(=[O:18])=[O:17])[C:12](=[O:30])[N:11]([C:31]2[CH:36]=[CH:35][C:34](Br)=[CH:33][CH:32]=2)[CH2:10][CH2:9]1)[C:2]1[CH:7]=[CH:6][CH:5]=[CH:4][CH:3]=1.Cl[C:39]1[CH:40]=[C:41]2[C:46](=[CH:47][CH:48]=1)C=C(S(Cl)(=O)=O)C=[CH:42]2.[N:53]1[CH:58]=CC=C[CH:54]=1>ClCCl>[CH2:1]([N:8]1[CH2:14][CH:13]([NH:15][S:16]([C:19]2[CH:28]=[CH:27][C:26]3[C:21](=[CH:22][CH:23]=[C:24]([Cl:29])[CH:25]=3)[CH:20]=2)(=[O:18])=[O:17])[C:12](=[O:30])[N:11]([C:31]2[CH:36]=[CH:35][C:34]([C:46]3[CH:47]=[CH:48][CH:39]=[CH:40][C:41]=3[CH2:42][N:53]([CH3:58])[CH3:54])=[CH:33][CH:32]=2)[CH2:10][CH2:9]1)[C:2]1[CH:7]=[CH:6][CH:5]=[CH:4][CH:3]=1. Procedure details: Part A. 1-Benzyl-4-(4-bromo-phenyl)-[1,4]diazepan-5-one: Commercially available 1-benzyl-(1,4)-diazepan-5-one (14.7 mmol), p-bromoiodobenzene (1 eq), 4,5-bis(diphenyl-phosphino)-9,9-dimethylxanthene (0.15 eq), cesium carbonate (1.5 eq), and palladium acetate (0.1 eq) were placed in a round bottom flask and it was evacuated and flushed 3× with nitrogen. To this mixture was then added 200 mL of dioxane and the resulting solution was again evacuated and flushed 3× times with nitrogen gas. The mixtu... Yield: 30.7%. The product is NC1=CC=C(C=C1)C(CCC(=O)OCC)=O (ethyl 4-(4-aminophenyl)-4-oxobutyrate). Reported procedure: A solution of ethyl 4-(4-nitrophenyl)-4-oxobutyrate (1.4 g, 5.6 mmol) and 10% palladium on carbon (0.18 g) in ethanol (50 ml) was shaken under hydrogen (50 psi) for 2 hours then filtered and concentrated in vacuo. The residue was absorbed onto silica gel (5 g) from an ethyl acetate solution and purified by chromatography on silica gel (100 g) eluting with ethyl acetate:hexane (1:2) to give ethyl 4-(4-aminophenyl)-4-oxobutyrate (0.38 g) as a white solid. 1H NMR (DMSO-d6, 300 MHz) δ: 1.17 (t, J=7 ... Starting materials: [N+](=O)([O-])C1=CC=C(C=C1)C(CCC(=O)OCC)=O (ethyl 4-(4-nitrophenyl)-4-oxobutyrate). As a reaction SMILES: [N+:1]([C:4]1[CH:9]=[CH:8][C:7]([C:10](=[O:18])[CH2:11][CH2:12][C:13]([O:15][CH2:16][CH3:17])=[O:14])=[CH:6][CH:5]=1)([O-])=O>[Pd].C(O)C>[NH2:1][C:4]1[CH:5]=[CH:6][C:7]([C:10](=[O:18])[CH2:11][CH2:12][C:13]([O:15][CH2:16][CH3:17])=[O:14])=[CH:8][CH:9]=1. Solvent: C(C)O (ethanol). Reagents/catalysts: [Pd] (palladium on carbon). The reactants are CN(C)c1ccc([PH](C(C)(C)C)(C(C)(C)C)[Pd](Cl)(Cl)[PH](c2ccc(N(C)C)cc2)(C(C)(C)C)C(C)(C)C)cc1, CC(=O)[O-], CCO, Cc1nc(Cl)c2ncn(C3CCCCO3)c2n1, [K+], OB(O)c1cc(C2OCCO2)cnc1F. RXN SMILES: [C:41]([PH:42]([Pd:43]([PH:44]([c:45]1[cH:46][cH:47][c:48]([N:49]([CH3:50])[CH3:51])[cH:52][cH:53]1)([C:54]([CH3:55])([CH3:56])[CH3:57])[C:58]([CH3:59])([CH3:60])[CH3:61])([Cl:62])[Cl:63])([C:64]([CH3:65])([CH3:66])[CH3:67])[c:68]1[cH:69][cH:70][c:71]([N:72]([CH3:73])[CH3:74])[cH:75][cH:76]1)([CH3:77])([CH3:78])[CH3:79].[CH3:34][C:35](=[O:36])[O-:37].[CH3:38][CH2:39][OH:40].[Cl:1][c:2]1[c:3]2[n:4][cH:5][n:6]([CH:12]3[O:13][CH2:14][CH2:15][CH2:16][CH2:17]3)[c:7]2[n:8][c:9]([CH3:11])[n:10]1.[K+:33].[O:18]1[CH:19]([c:23]2[cH:24][c:25]([B:30]([OH:31])[OH:32])[c:26]([F:29])[n:27][cH:28]2)[O:20][CH2:21][CH2:22]1>>[c:2]1(-[c:25]2[cH:24][c:23]([CH:19]3[O:18][CH2:22][CH2:21][O:20]3)[cH:28][n:27][c:26]2[F:29])[c:3]2[n:4][cH:5][n:6]([CH:12]3[O:13][CH2:14][CH2:15][CH2:16][CH2:17]3)[c:7]2[n:8][c:9]([CH3:11])[n:10]1. The product is Cc1nc(-c2cc(C3OCCO3)cnc2F)c2ncn(C3CCCCO3)c2n1. Yields the product NC=1C(=C(C=C(C(=O)O)C1)OCCC)CC1=CC=CC=C1 (5-amino-4-benzyl-3-n-propoxybenzoic acid). As a reaction SMILES: [C:1]([C:9]1[C:17]([N+:18]([O-])=O)=[CH:16][C:12]([C:13]([OH:15])=[O:14])=[CH:11][C:10]=1[O:21][CH2:22][C:23]1C=CC=C[CH:24]=1)(=O)[C:2]1[CH:7]=[CH:6][CH:5]=[CH:4][CH:3]=1.NC1C(C(=O)C2C=CC=CC=2)=C(OCCC)C=C(C=1)C(O)=O>>[NH2:18][C:17]1[C:9]([CH2:1][C:2]2[CH:3]=[CH:4][CH:5]=[CH:6][CH:7]=2)=[C:10]([O:21][CH2:22][CH2:23][CH3:24])[CH:11]=[C:12]([CH:16]=1)[C:13]([OH:15])=[O:14]. Reactants: C(C1=CC=CC=C1)(=O)C1=C(C=C(C(=O)O)C=C1[N+](=O)[O-])OCC1=CC=CC=C1 (4-benzoyl-3-benzyloxy-5-nitrobenzoic acid), NC=1C(=C(C=C(C(=O)O)C1)OCCC)C(C1=CC=CC=C1)=O (5-amino-4-benzoyl-3-n-propoxybenzoic acid). Procedure: By replacing in Example 24, step A, 4-benzoyl-3-benzyloxy-5-nitrobenzoic acid with 5-amino-4-benzoyl-3-n-propoxybenzoic acid and following the procedure described, 5-amino-4-benzyl-3-n-propoxybenzoic acid is obtained with a melting point of 161°- 162° C. Starting materials: CNC(=O)C=1C=C2CC(NC2=CC1)=O (N-methyl-2-oxoindoline-5-carboxamide), O=C1NC2=CC(=CC=C2C1)C(=O)O (2-oxoindoline-6-carboxylic acid), NC1=CC=CC=C1 (aniline). Yields the product O=C1NC2=CC=C(C=C2C1)C(=O)NC1=CC=CC=C1 (2-oxo-N-phenylindoline-5-carboxamide). Reaction SMILES: [CH3:1][NH:2][C:3]([C:5]1[CH:6]=[C:7]2[C:11](=[CH:12][CH:13]=1)[NH:10][C:9](=[O:14])[CH2:8]2)=[O:4].O=C1C[C:23]2[C:18](=[CH:19][C:20](C(O)=O)=C[CH:22]=2)N1.NC1C=CC=CC=1>>[O:14]=[C:9]1[CH2:8][C:7]2[C:11](=[CH:12][CH:13]=[C:5]([C:3]([NH:2][C:1]3[CH:22]=[CH:23][CH:18]=[CH:19][CH:20]=3)=[O:4])[CH:6]=2)[NH:10]1. Procedure: The title compound was synthesized according to the method described for N-methyl-2-oxoindoline-5-carboxamide from 2-oxoindoline-6-carboxylic acid (89 mg, 0.500 mmol) and aniline (0.14 mL, 1.50 mmol) to obtain 45 mg, 36%. 1H NMR (400 MHz, CD3OD) δ 7.88 (d, J=8.4 Hz, 1H), 7.87 (s, 1H), 7.67 (d, J=7.9 Hz, 2H), 7.36 (t, J=7.9 Hz, 2H), 7.15 (t, J=7.4 Hz, 1H), 7.00 (d, J=8.0 Hz, 1H), 3.34 (s, 2H); MS ESI 253.0 [M+H]+, calcd for [C15H12N2O2+H]+ 253.10.